From a dataset of the Open Reaction Database (ORD), a public repository of structured organic reaction records. describe an organic reaction: reactants, conditions, products, and yield Reactants: C(C)(C)(C)OC(=O)N1CC2=C(NC=3C(=CC=CC23)I)CC1 (tert-Butyl-6-iodo-3,4-dihydro-1H-pyrido[4,3-b]indole-2(5H)-carboxylate), P(=O)([O-])([O-])[O-].[K+].[K+].[K+] (tri-potassium orthophosphate), CN(CCO)C (2-dimethylaminoethanol). Reagents/catalysts: [Cu]I (copper(I) iodide). Solvent: C(Cl)Cl (DCM). Run at temperature 150 celsius. Yields the product CN(CCOC1=CC=CC=2C3=C(NC12)CCN(C3)C(=O)OC(C)(C)C)C (tert-butyl 6-(2-(dimethylamino)ethoxy)-3,4-dihydro-1H-pyrido[4,3-b]indole-2(5H)-carboxylate). The yield is 67.1%. As a reaction SMILES: [C:1]([O:5][C:6]([N:8]1[CH2:21][CH2:20][C:11]2[NH:12][C:13]3[C:14](I)=[CH:15][CH:16]=[CH:17][C:18]=3[C:10]=2[CH2:9]1)=[O:7])([CH3:4])([CH3:3])[CH3:2].P([O-])([O-])([O-])=O.[K+].[K+].[K+].[CH3:30][N:31]([CH3:35])[CH2:32][CH2:33][OH:34]>C(Cl)Cl.[Cu]I>[CH3:30][N:31]([CH3:35])[CH2:32][CH2:33][O:34][C:14]1[C:13]2[NH:12][C:11]3[CH2:20][CH2:21][N:8]([C:6]([O:5][C:1]([CH3:4])([CH3:3])[CH3:2])=[O:7])[CH2:9][C:10]=3[C:18]=2[CH:17]=[CH:16][CH:15]=1 |f:1.2.3.4|. Procedure: tert-Butyl-6-iodo-3,4-dihydro-1H-pyrido[4,3-b]indole-2(5H)-carboxylate (500 mg, 1.26 mmol), copper(I) iodide (71.7 mg, 0.38 mmol) and tri-potassium orthophosphate (533 mg, 2.51 mmol) were suspended in 2-dimethylaminoethanol (10 ml, 99.40 mmol) and sealed into a microwave tube. The reaction was heated to 150° C. for 1 hour in the microwave reactor and cooled to RT. The reaction mixture was diluted with DCM (100 mL), and washed with 2N NaOH (3×50 mL). The organic layer was dried over Na2SO4, filte... The reactants are NCCCCCN (1,5-diaminopentane), S(=O)(=O)([O-])[O-].CSC(=[NH+]CCSCC=1N=CNC1C)N.CSC(=[NH+]CCSCC=1N=CNC1C)N (S-methyl-N-[2-((5-methyl-4-imidazolyl)methylthio)ethyl]thiouronium sulphate). Yields the product CC1=C(N=CN1)CSCCN=C(NCCCCCNC(=NCCSCC=1N=CNC1C)N)N (1,5-bis-[N'-(2-(5-Methyl-4-imidazolylmethylthio)ethyl)guanidino]pentane). RXN SMILES: [NH2:1][CH2:2][CH2:3][CH2:4][CH2:5][CH2:6][NH2:7].S([O-])([O-])(=O)=O.CS[C:15]([NH2:27])=[NH+:16][CH2:17][CH2:18][S:19][CH2:20][C:21]1[N:22]=[CH:23][NH:24][C:25]=1[CH3:26].CS[C:30]([NH2:42])=[NH+:31][CH2:32][CH2:33][S:34][CH2:35][C:36]1[N:37]=[CH:38][NH:39][C:40]=1[CH3:41]>>[CH3:41][C:40]1[NH:39][CH:38]=[N:37][C:36]=1[CH2:35][S:34][CH2:33][CH2:32][N:31]=[C:30]([NH2:42])[NH:1][CH2:2][CH2:3][CH2:4][CH2:5][CH2:6][NH:7][C:15]([NH2:27])=[N:16][CH2:17][CH2:18][S:19][CH2:20][C:21]1[N:22]=[CH:23][NH:24][C:25]=1[CH3:26] |f:1.2.3|. Reported procedure: The reaction of 1,5-diaminopentane (0.43 g) with S-methyl-N-[2-((5-methyl-4-imidazolyl)methylthio)ethyl]thiouronium sulphate (2.52 g) by the method described in Example 5 afforded the title compound which was isolated as the dipicrate (1.8 g) m.p. 115°-120°. The reactants are FC(C(=O)O)(F)F (Trifluoroacetic acid), FC1=C(C=CC=C1F)[C@@H]1CC[C@H](C(N(C1)CCS(=O)C)=O)NC(OC(C)(C)C)=O (tert-butyl (3R,6S)-6-(2,3-difluorophenyl)-1-[2-(methylsulfinyl)ethyl]-2-oxoazepan-3-ylcarbamate). Run in ClCCl (dichloromethane). Run at time 3 hour. Product: N[C@H]1C(N(C[C@@H](CC1)C1=C(C(=CC=C1)F)F)CCS(=O)C)=O ((3R,6S)-3-Amino-6-(2,3-difluorophenyl)-1-[2-(methylsulfinyl)ethyl]azepan-2-one). RXN SMILES: FC(F)(F)C(O)=O.[F:8][C:9]1[C:14]([F:15])=[CH:13][CH:12]=[CH:11][C:10]=1[C@H:16]1[CH2:22][N:21]([CH2:23][CH2:24][S:25]([CH3:27])=[O:26])[C:20](=[O:28])[C@H:19]([NH:29]C(=O)OC(C)(C)C)[CH2:18][CH2:17]1>ClCCl>[NH2:29][C@@H:19]1[CH2:18][CH2:17][C@@H:16]([C:10]2[CH:11]=[CH:12][CH:13]=[C:14]([F:15])[C:9]=2[F:8])[CH2:22][N:21]([CH2:23][CH2:24][S:25]([CH3:27])=[O:26])[C:20]1=[O:28]. Procedure details: Trifluoroacetic acid (1 mL) was added to a solution of tert-butyl (3R,6S)-6-(2,3-difluorophenyl)-1-[2-(methylsulfinyl)ethyl]-2-oxoazepan-3-ylcarbamate (23 mg, 0.053 mmol) in dichloromethane (2 mL). After 3 h, the solution was concentrated. Saturated aqueous sodium bicarbonate solution was added and the mixture was extracted with dichloromethane (3×). The combined organic extracts were washed with saturated brine, dried over magnesium sulfate, filtered and concentrated to give the title compound....